Dataset: the Open Reaction Database (ORD), a public repository of structured organic reaction records. Task: describe an organic reaction: reactants, conditions, products, and yield Reactants: BrC1=CC=C(C(C(=O)O)=C1)O (5-bromosalicylic acid), NC=1SC(=C(N1)C1=CC=CC=C1)C (2-amino-5-methyl-4-phenylthiazole), raw materials. Product: BrC=1C=CC(=C(C(=O)NC=2SC(=C(N2)C2=CC=CC=C2)C)C1)O (5-Bromo-N-(5-methyl-4-phenylthiazol-2-yl)-2-hydroxybenzamide). Reaction SMILES: [Br:1][C:2]1[CH:10]=[C:6]([C:7]([OH:9])=O)[C:5]([OH:11])=[CH:4][CH:3]=1.[NH2:12][C:13]1[S:14][C:15]([CH3:24])=[C:16]([C:18]2[CH:23]=[CH:22][CH:21]=[CH:20][CH:19]=2)[N:17]=1>>[Br:1][C:2]1[CH:3]=[CH:4][C:5]([OH:11])=[C:6]([CH:10]=1)[C:7]([NH:12][C:13]1[S:14][C:15]([CH3:24])=[C:16]([C:18]2[CH:23]=[CH:22][CH:21]=[CH:20][CH:19]=2)[N:17]=1)=[O:9]. Procedure: Using 5-bromosalicylic acid and 2-amino-5-methyl-4-phenylthiazole as the raw materials, the same operation as the example 16 gave the title compound. (2-Amino-5-methyl-4-phenylthiazole: refer to Yakugaku Zasshi, 1961, 81, 1456.) The reactants are BrB(Br)Br, ClCCl, COc1cc(F)cc(OC)c1, O. Yields the product COc1cc(O)cc(F)c1. RXN SMILES: [B:12]([Br:13])([Br:14])[Br:15].[Cl:17][CH2:18][Cl:19].[F:1][c:2]1[cH:3][c:4]([O:10][CH3:11])[cH:5][c:6]([O:8][CH3:9])[cH:7]1.[OH2:16]>>[F:1][c:2]1[cH:3][c:4]([OH:10])[cH:5][c:6]([O:8][CH3:9])[cH:7]1. The reactants are CC1C[C@H]2CN[C@@H]([C@H]2C1)CNC(=O)C1=C(N=C2SC=CN21)C (6-methyl-imidazo[2,1-b]thiazole-5-carboxylic acid-[(1S,2S,5R)-7-methyl-3-aza-bicyclo[3.3.0]oct-2-ylmethyl]-amide), CC=1SC(=C(N1)C(=O)O)C1=CC=C(C=C1)C(F)(F)F (2-methyl-5-(4-trifluoromethyl-phenyl)thiazole-4-carboxylic acid). The product is CC1C[C@H]2CN([C@@H]([C@H]2C1)CNC(=O)C1=C(N=C2SC=CN21)C)C(=O)C=2N=C(SC2C2=CC=C(C=C2)C(F)(F)F)C (6-Methyl-imidazo[2,1-b]thiazole-5-carboxylic acid-(1S,2S,5R)-{7-methyl-3-[2-methyl-5-(4-trifluoromethyl-phenyl)-thiazole-4-carbonyl]-3-aza-bicyclo[3.3.0]oct-2-ylmethyl}-amide). As a reaction SMILES: [CH3:1][CH:2]1[CH2:9][C@H:8]2[C@H:4]([CH2:5][NH:6][C@@H:7]2[CH2:10][NH:11][C:12]([C:14]2[N:21]3[C:17]([S:18][CH:19]=[CH:20]3)=[N:16][C:15]=2[CH3:22])=[O:13])[CH2:3]1.[CH3:23][C:24]1[S:25][C:26]([C:32]2[CH:37]=[CH:36][C:35]([C:38]([F:41])([F:40])[F:39])=[CH:34][CH:33]=2)=[C:27]([C:29](O)=[O:30])[N:28]=1>>[CH3:1][CH:2]1[CH2:9][C@H:8]2[C@H:4]([CH2:5][N:6]([C:29]([C:27]3[N:28]=[C:24]([CH3:23])[S:25][C:26]=3[C:32]3[CH:33]=[CH:34][C:35]([C:38]([F:41])([F:39])[F:40])=[CH:36][CH:37]=3)=[O:30])[C@@H:7]2[CH2:10][NH:11][C:12]([C:14]2[N:21]3[C:17]([S:18][CH:19]=[CH:20]3)=[N:16][C:15]=2[CH3:22])=[O:13])[CH2:3]1. Procedure details: prepared by reaction of 6-methyl-imidazo[2,1-b]thiazole-5-carboxylic acid-[(1S,2S,5R)-7-methyl-3-aza-bicyclo[3.3.0]oct-2-ylmethyl]-amide with 2-methyl-5-(4-trifluoromethyl-phenyl)thiazole-4-carboxylic acid. Reactants: ClC1=CC=C(C=C1)C(CNC)C1=CC=C(C=C1)C=1C=NNC1 ({2-(4-Chloro-phenyl)-2-[4-(1H-pyrazol-4-yl)-phenyl]-ethyl}-methyl-amine), N1C=NC=C1 (imidazole). The product is ClC1=CC=C(C=C1)C(CN1C=NC=C1)C1=CC=C(C=C1)C=1C=NNC1 (4-{4-[1-(4-Chloro-phenyl)-2-imidazol-1-yl-ethyl]-phenyl}-1H-pyrazole). As a reaction SMILES: [Cl:1][C:2]1[CH:7]=[CH:6][C:5]([CH:8]([C:12]2[CH:17]=[CH:16][C:15]([C:18]3[CH:19]=[N:20][NH:21][CH:22]=3)=[CH:14][CH:13]=2)[CH2:9][NH:10][CH3:11])=[CH:4][CH:3]=1.[NH:23]1[CH:27]=[CH:26]N=C1>>[Cl:1][C:2]1[CH:3]=[CH:4][C:5]([CH:8]([C:12]2[CH:17]=[CH:16][C:15]([C:18]3[CH:22]=[N:21][NH:20][CH:19]=3)=[CH:14][CH:13]=2)[CH2:9][N:10]2[CH:26]=[CH:27][N:23]=[CH:11]2)=[CH:6][CH:7]=1. Procedure: By following the procedures described in Examples 42A through to 42C but substituting methylamine for imidazole, the title compound was obtained. LC/MS: (PS-B3) Rt 2.73 [M+H]+ 349. 1H NMR (d6-DMSO) δ 4.60 (1H, t), 4.95 (2H, d), 7.32 (2H, d), 7.42 (4H, s), 7.53-7.60 (3H, m), 7.70 (1H, s), 8.05 (2H, s), 9.0 (1H, s). The reactants are C(C)(C)(C)OC(=O)N1CCC(=CC1)C1=CC=C(C=C1)C(F)(F)F (4-(4-trifluoromethyl-phenyl)-3,6-dihydro-2H-pyridine-1-carboxylic acid tert-butyl ester). Reagents/catalysts: [Pd] (Pd/C). Solvent: C(C)O (ethanol). Reaction conditions: time 8 hour. Yields the product C(C)(C)(C)OC(=O)N1CCC(CC1)C1=CC=C(C=C1)C(F)(F)F (4-(4-trifluoromethyl-phenyl)-piperidine-1-carboxylic acid tert-butyl ester). Isolated yield 77.6%. RXN SMILES: [C:1]([O:5][C:6]([N:8]1[CH2:13][CH:12]=[C:11]([C:14]2[CH:19]=[CH:18][C:17]([C:20]([F:23])([F:22])[F:21])=[CH:16][CH:15]=2)[CH2:10][CH2:9]1)=[O:7])([CH3:4])([CH3:3])[CH3:2]>C(O)C.[Pd]>[C:1]([O:5][C:6]([N:8]1[CH2:13][CH2:12][CH:11]([C:14]2[CH:15]=[CH:16][C:17]([C:20]([F:23])([F:21])[F:22])=[CH:18][CH:19]=2)[CH2:10][CH2:9]1)=[O:7])([CH3:4])([CH3:2])[CH3:3]. Procedure details: To a stirred solution of 4-(4-trifluoromethyl-phenyl)-3,6-dihydro-2H-pyridine-1-carboxylic acid tert-butyl ester (2.5 g, 0.00783 mol) (prepared as described in Reference G above) in ethanol (23.0 mL) was added 10% Pd/C (826 mg, 0.00078 mol) under N2 atmosphere and the mixture was allowed to stir at RT overnight under hydrogen atmosphere. The reaction mixture was filtered through cellite, washing with EtOAc (2×100 mL). The filtrate was concentrated under reduced pressure to obtain 4-(4-trifluorom... Reactants: CC1(NC(CC(C1)O)(C)C)C (2,2,6,6-tetramethyl-piperidin-4-ol), C(CCC)=O (butanal), OO (hydrogen peroxide), C(C)(=O)O (acetic acid). The reagents and catalysts are Cl[Cu] (CuCl). Solvent: C1(=CC=CC=C1)C (toluene). Product: C(CC)ON1C(CC(CC1(C)C)O)(C)C (1-Propoxy-2,2,6,6-tetramethyl-piperidin-4-ol). Reaction SMILES: [CH3:1][C:2]1([CH3:11])[CH2:7][CH:6]([OH:8])[CH2:5][C:4]([CH3:10])([CH3:9])[NH:3]1.OO.C(O)(=O)C.[CH:18](=[O:22])[CH2:19][CH2:20]C>C1(C)C=CC=CC=1.Cl[Cu]>[CH2:18]([O:22][N:3]1[C:4]([CH3:10])([CH3:9])[CH2:5][CH:6]([OH:8])[CH2:7][C:2]1([CH3:11])[CH3:1])[CH2:19][CH3:20]. Procedure details: 1.8 g 2,2,6,6-tetramethyl-piperidin-4-ol (intermediate product of Ciba Specialty Chemicals Inc.) are suspended in 7 ml of toluene. 3.6 ml of a 30% aqueous hydrogen peroxide solution and 0.41 g acetic acid are added at 5° C. and the solution is stirred at room temperature over night. 4.2 ml butanal and, after 15 min., 50 mg CuCl are added. The reaction mixture is stirred for 18 h at room temperature. The two phases are separated and the organic one is washed with 0.05M hydrochloric acid, sodium b... The reactants are C1(CC(C(CC1)C(C)C)C(=O)Cl)C (p-Menth-3-oyl chloride), C(C(O)C)(=O)O (lactic acid). Run in O (water). Product: C1(CC(C(CC1)C(C)C)C(=O)OC(C(=O)O)C)C (2-(p-menth-3-oyloxy)propionic acid). RXN SMILES: [CH:1]1([CH3:13])[CH2:6][CH2:5][CH:4]([CH:7]([CH3:9])[CH3:8])[CH:3]([C:10](Cl)=[O:11])[CH2:2]1.[C:14]([OH:19])(=[O:18])[CH:15]([CH3:17])[OH:16]>O>[CH:1]1([CH3:13])[CH2:6][CH2:5][CH:4]([CH:7]([CH3:9])[CH3:8])[CH:3]([C:10]([O:16][CH:15]([CH3:17])[C:14]([OH:19])=[O:18])=[O:11])[CH2:2]1. Reported procedure: p-Menth-3-oyl chloride (2.0 g.) was stirred with lactic acid (20 ml.) at room temperature for 20 hours. The reaction product was then poured into water (600 ml.) and extracted twice with ether. The extracts were dried (CaCl2) and the solvent removed under reduced pressure to leave 2-(p-menth-3-oyloxy)propionic acid as an oily liquid. The reactants are CC(C)(C)OC(=O)N1CCC2(CC1)CCC(O)(c1cccnc1)CC2, Cc1ccccc1, CCOC(C)=O, ClCCN1CCCC1, Cl, [K+], C1COCCOCCOCCOCCOCCO1, [OH-]. Product: CC(C)(C)OC(=O)N1CCC2(CC1)CCC(OCCN1CCCC1)(c1cccnc1)CC2. Reaction SMILES: [C:1]([CH3:2])([CH3:3])([CH3:4])[O:5][C:6](=[O:7])[N:8]1[CH2:9][CH2:10][C:11]2([CH2:12][CH2:13][C:14]([c:17]3[cH:18][n:19][cH:20][cH:21][cH:22]3)([OH:23])[CH2:15][CH2:16]2)[CH2:24][CH2:25]1.[CH3:55][c:56]1[cH:57][cH:58][cH:59][cH:60][cH:61]1.[CH3:62][CH2:63][O:64][C:65](=[O:66])[CH3:67].[Cl:27][CH2:28][CH2:29][N:30]1[CH2:31][CH2:32][CH2:33][CH2:34]1.[ClH:26].[K+:36].[O:37]1[CH2:38][CH2:39][O:40][CH2:41][CH2:42][O:43][CH2:44][CH2:45][O:46][CH2:47][CH2:48][O:49][CH2:50][CH2:51][O:52][CH2:53][CH2:54]1.[OH-:35]>>[C:1]([CH3:2])([CH3:3])([CH3:4])[O:5][C:6](=[O:7])[N:8]1[CH2:9][CH2:10][C:11]2([CH2:12][CH2:13][C:14]([c:17]3[cH:18][n:19][cH:20][cH:21][cH:22]3)([O:23][CH2:28][CH2:29][N:30]3[CH2:31][CH2:32][CH2:33][CH2:34]3)[CH2:15][CH2:16]2)[CH2:24][CH2:25]1. Starting materials: C(C)(C)(C)OC(CSC=1SC=C(N1)C1=CC=C(C=C1)Cl)=O ([4-(4-chloro-phenyl)-thiazol-2-ylsulfanyl]-acetic acid tert-butyl ester), C(=O)(C(F)(F)F)O (TFA). Run at time 5 hour. Yields the product FC(C(=O)O)(F)F.ClC1=CC=C(C=C1)C=1N=C(SC1)SCC(=O)O ([4-(4-Chloro-phenyl)-thiazol-2-ylsulfanyl]-acetic acid trifluoroacetic acid salt). Reaction SMILES: C([O:5][C:6](=[O:21])[CH2:7][S:8][C:9]1[S:10][CH:11]=[C:12]([C:14]2[CH:19]=[CH:18][C:17]([Cl:20])=[CH:16][CH:15]=2)[N:13]=1)(C)(C)C.[C:22]([OH:28])([C:24]([F:27])([F:26])[F:25])=[O:23]>>[F:25][C:24]([F:27])([F:26])[C:22]([OH:28])=[O:23].[Cl:20][C:17]1[CH:18]=[CH:19][C:14]([C:12]2[N:13]=[C:9]([S:8][CH2:7][C:6]([OH:21])=[O:5])[S:10][CH:11]=2)=[CH:15][CH:16]=1 |f:2.3|. Procedure details: 709 mg (2.07 mmol) of [4-(4-chloro-phenyl)-thiazol-2-ylsulfanyl]-acetic acid tert-butyl ester in 5 ml of 90% aqueous TFA were allowed to stand at room temperature for 5 h. The mixture was evaporated. Yield: 665 mg. Starting materials: C1(=CC=CC=C1)CCO (phenylethyl alcohol), COC1=CC=C(C=C1)N (p-anisidine), P(OC1=CC=CC=C1)(OC1=CC=CC=C1)OC1=CC=CC=C1 (triphenyl phosphite). The solvent is O (water), O (water), O (water), O (water). Reaction conditions: temperature 250 celsius. Product: C1(=CC=CC=C1)CCNC1=CC=C(C=C1)OC (N-(2'-phenylethyl)-4-methoxyaniline). Yield: 89.0%. As a reaction SMILES: [C:1]1([CH2:7][CH2:8]O)[CH:6]=[CH:5][CH:4]=[CH:3][CH:2]=1.[CH3:10][O:11][C:12]1[CH:17]=[CH:16][C:15]([NH2:18])=[CH:14][CH:13]=1.P(OC1C=CC=CC=1)(OC1C=CC=CC=1)OC1C=CC=CC=1>O>[C:1]1([CH2:7][CH2:8][NH:18][C:15]2[CH:16]=[CH:17][C:12]([O:11][CH3:10])=[CH:13][CH:14]=2)[CH:2]=[CH:3][CH:4]=[CH:5][CH:6]=1. Reported procedure: 244 parts of phenylethyl alcohol, 450 parts of p-anisidine and 30 parts of triphenyl phosphite are mixed and heated, using a water separator, initially to 210° C, at which temperature the elimination of water commences. The internal temperature is raised to 250° C in the course of 8 hours. After this time, the elimination of water has ended (36 parts of water). The mixture is worked up by distillation under reduced pressure. After distilling off excess alcohol and amine, the N-(2'-phenylethyl)-4...